From a dataset of the Open Reaction Database (ORD), a public repository of structured organic reaction records. describe an organic reaction: reactants, conditions, products, and yield Reactants: C(C)(C)(C)OC(=O)[C@@H]1N(C(CC(N1)(C(=O)OC)C)=O)C ((S)-methyl 2-(tert-butoxycarbonyl)-1,4-dimethyl-6-oxo-hexahydropyrimidine-4-carboxylate), NN (NH2NH2). Run in CCO (EtOH). Reaction conditions: time 4 hour. Product: C(C)(C)(C)OC(=O)[C@@H]1N(C(CC(N1)(C(=O)NN)C)=O)C ((S)-2-(tert-butoxycarbonyl)-1,4-dimethyl-6-oxo-hexahydropyrimidine-4-carbohydrazide). Yield: 103.4%. As a reaction SMILES: [C:1]([O:5][C:6]([C@H:8]1[NH:13][C:12]([CH3:18])([C:14](OC)=[O:15])[CH2:11][C:10](=[O:19])[N:9]1[CH3:20])=[O:7])([CH3:4])([CH3:3])[CH3:2].[NH2:21][NH2:22]>CCO>[C:1]([O:5][C:6]([C@H:8]1[NH:13][C:12]([CH3:18])([C:14]([NH:21][NH2:22])=[O:15])[CH2:11][C:10](=[O:19])[N:9]1[CH3:20])=[O:7])([CH3:4])([CH3:3])[CH3:2]. Procedure details: To a solution of (S)-methyl 2-(tert-butoxycarbonyl)-1,4-dimethyl-6-oxo-hexahydropyrimidine-4-carboxylate (0.074 g, 0.25 mmol) in EtOH (0.5 mL) was added NH2NH2 (0.023 mL, 0.75 mmol, 3 eq) and the mixture was stirred at RT for 4 h. The mixture was concentrated in vacuo to give 0.074 g (100%) of (S)-2-(tert-butoxycarbonyl)-1,4-dimethyl-6-oxo-hexahydropyrimidine-4-carbohydrazide (CY1, R6=Me) as a yellow solid. 1H NMR (CDCl3) δ 8.95 (s, 1H), 3.11 (s, 3H), 2.28 (m, 2H), 1.50 (s, 9H), 1.47 (s, 3H). Yields the product CN(C(=O)CCc1ccccc1)c1ccc(C(=O)NN=C2C(=O)Nc3ccc(I)cc32)cc1. RXN SMILES: [CH3:35][C:36](=[O:37])[OH:38].[I:1][c:2]1[cH:3][c:4]2[c:8]([cH:9][cH:10]1)[NH:7][C:6](=[O:11])[C:5]2=[O:12].[NH:13]([NH2:14])[C:15](=[O:16])[c:17]1[cH:18][cH:19][c:20]([N:23]([C:24]([CH2:25][CH2:26][c:27]2[cH:28][cH:29][cH:30][cH:31][cH:32]2)=[O:33])[CH3:34])[cH:21][cH:22]1>>[I:1][c:2]1[cH:3][c:4]2[c:8]([cH:9][cH:10]1)[NH:7][C:6](=[O:11])[C:5]2=[N:14][NH:13][C:15](=[O:16])[c:17]1[cH:18][cH:19][c:20]([N:23]([C:24]([CH2:25][CH2:26][c:27]2[cH:28][cH:29][cH:30][cH:31][cH:32]2)=[O:33])[CH3:34])[cH:21][cH:22]1. The reactants are CC(=O)O, O=C1Nc2ccc(I)cc2C1=O, CN(C(=O)CCc1ccccc1)c1ccc(C(=O)NN)cc1.